This data is from the Open Reaction Database (ORD), a public repository of structured organic reaction records. The task is: describe an organic reaction: reactants, conditions, products, and yield Starting materials: CCC(OC)c1cc(CN(C(=O)C(CNC(=O)OC(C)(C)C)Cc2ccc(OCCOc3c(Cl)cc(C)cc3Cl)cc2)C2CC2)c(Cl)c[n+]1[O-], ClCCl, Cl. Yields the product CCC(OC)c1cc(CN(C(=O)C(CN)Cc2ccc(OCCOc3c(Cl)cc(C)cc3Cl)cc2)C2CC2)c(Cl)c[n+]1[O-]. Reaction SMILES: [Cl:1][c:2]1[c:3]([CH2:14][N:15]([C:16]([CH:17]([CH2:18][NH:19][C:20](=[O:21])[O:22][C:23]([CH3:24])([CH3:25])[CH3:26])[CH2:27][c:28]2[cH:29][cH:30][c:31]([O:34][CH2:35][CH2:36][O:37][c:38]3[c:39]([Cl:46])[cH:40][c:41]([CH3:45])[cH:42][c:43]3[Cl:44])[cH:32][cH:33]2)=[O:47])[CH:48]2[CH2:49][CH2:50]2)[cH:4][c:5]([CH:9]([CH2:10][CH3:11])[O:12][CH3:13])[n+:6]([O-:8])[cH:7]1.[Cl:52][CH2:53][Cl:54].[ClH:51]>>[Cl:1][c:2]1[c:3]([CH2:14][N:15]([C:16]([CH:17]([CH2:18][NH2:19])[CH2:27][c:28]2[cH:29][cH:30][c:31]([O:34][CH2:35][CH2:36][O:37][c:38]3[c:39]([Cl:46])[cH:40][c:41]([CH3:45])[cH:42][c:43]3[Cl:44])[cH:32][cH:33]2)=[O:47])[CH:48]2[CH2:49][CH2:50]2)[cH:4][c:5]([CH:9]([CH2:10][CH3:11])[O:12][CH3:13])[n+:6]([O-:8])[cH:7]1. The reactants are O=C(Cl)c1ccccc1[N+](=O)[O-], Nc1ncc([N+](=O)[O-])s1, c1ccncc1. Yields the product O=C(Nc1ncc([N+](=O)[O-])s1)c1ccccc1[N+](=O)[O-]. As a reaction SMILES: [N+:1](=[O:2])([O-:3])[c:4]1[c:5]([C:6](=[O:7])[Cl:8])[cH:9][cH:10][cH:11][cH:12]1.[NH2:13][c:14]1[s:15][c:16]([N+:19](=[O:20])[O-:21])[cH:17][n:18]1.[cH:22]1[cH:23][cH:24][n:25][cH:26][cH:27]1>>[N+:1](=[O:2])([O-:3])[c:4]1[c:5]([C:6](=[O:7])[NH:13][c:14]2[s:15][c:16]([N+:19](=[O:20])[O-:21])[cH:17][n:18]2)[cH:9][cH:10][cH:11][cH:12]1. Starting materials: Cc1cc2[nH]c(=O)c3cnccc3n2n1, Cc1cc2[nH]c(=O)c3cnc(Cl)cc3n2n1, CN(C)C=O. Product: Cc1cc2n(C)c(=O)c3cnc(Cl)cc3n2n1. Reaction SMILES: [CH3:1][c:2]1[cH:3][c:4]2[nH:5][c:6](=[O:7])[c:8]3[cH:9][n:10][cH:11][cH:12][c:13]3[n:14]2[n:15]1.[Cl:16][c:17]1[cH:18][c:19]2[c:20]([c:21](=[O:29])[nH:22][c:23]3[n:24]2[n:25][c:26]([CH3:28])[cH:27]3)[cH:30][n:31]1.[O:32]=[CH:33][N:34]([CH3:35])[CH3:36]>>[CH3:1][n:22]1[c:21](=[O:29])[c:20]2[c:19]([cH:18][c:17]([Cl:16])[n:31][cH:30]2)[n:24]2[c:23]1[cH:27][c:26]([CH3:28])[n:25]2. Starting materials: Oc1ccc(C2CCCCC2)cc1, O, O=[N+]([O-])O. Product: O=[N+]([O-])c1cc(C2CCCCC2)ccc1O. As a reaction SMILES: [CH:1]1([c:7]2[cH:8][cH:9][c:10]([OH:13])[cH:11][cH:12]2)[CH2:2][CH2:3][CH2:4][CH2:5][CH2:6]1.[OH2:18].[OH:14][N+:15]([O-:16])=[O:17]>>[CH:1]1([c:7]2[cH:8][cH:9][c:10]([OH:13])[c:11]([N+:15](=[O:14])[O-:16])[cH:12]2)[CH2:2][CH2:3][CH2:4][CH2:5][CH2:6]1. Reactants: Cl (HCl), ClC1=NC2=CC=CC=C2N=C1Cl (2,3-dichloroquinoxaline), C1(=CC=CC=C1)S(=O)(=O)N (benzene sulfonamide), C([O-])([O-])=O.[Cs+].[Cs+] (cesium carbonate). The solvent is O (water), ClCCl (dichloromethane), C(C)(=O)OCC (ethyl acetate), CS(=O)C (dimethylsulfoxide). Conditions: temperature 150 celsius, time 15 hour. The product is ClC=1C(=NC2=CC=CC=C2N1)NS(=O)(=O)C1=CC=CC=C1 (N-(3-chloroquinoxalin-2-yl)benzenesulfonamide). RXN SMILES: Cl[C:2]1[C:11]([Cl:12])=[N:10][C:9]2[C:4](=[CH:5][CH:6]=[CH:7][CH:8]=2)[N:3]=1.[C:13]1([S:19]([NH2:22])(=[O:21])=[O:20])[CH:18]=[CH:17][CH:16]=[CH:15][CH:14]=1.C(=O)([O-])[O-].[Cs+].[Cs+].Cl>ClCCl.C(OCC)(=O)C.O.CS(C)=O>[Cl:12][C:11]1[C:2]([NH:22][S:19]([C:13]2[CH:18]=[CH:17][CH:16]=[CH:15][CH:14]=2)(=[O:21])=[O:20])=[N:3][C:4]2[C:9]([N:10]=1)=[CH:8][CH:7]=[CH:6][CH:5]=2 |f:2.3.4|. Procedure: A flask was charged with 2,3-dichloroquinoxaline (3.5 g, 18 mmol), 85 mL of dimethylsulfoxide, benzene sulfonamide (2.8 g, 18 mmol), and cesium carbonate (5.8 g, 18 mmol). The reaction mixture was stirred under an N2 atmosphere for 15 h at 150° C., after which time, it was transferred to a separatory funnel and 100 mL of water were added. Concentrated HCl was then added in order to acidify the reaction mixture to pH<2. The aqueous layer was subsequently washed three times with 90 mL ethyl acetat... Starting materials: O=C1OCCN1Cc1cc(C(F)(F)F)ccc1Br, O=C([O-])[O-], COC(=O)Cc1cc(B2OC(C)(C)C(C)(C)O2)ccc1OC, COCCOC, [K+], [K+], O, c1ccc(P(c2ccccc2)(c2ccccc2)[Pd](P(c2ccccc2)(c2ccccc2)c2ccccc2)(P(c2ccccc2)(c2ccccc2)c2ccccc2)P(c2ccccc2)(c2ccccc2)c2ccccc2)cc1. Yields the product COC(=O)Cc1cc(-c2ccc(C(F)(F)F)cc2CN2CCOC2=O)ccc1OC. RXN SMILES: [Br:1][c:2]1[c:3]([CH2:4][N:5]2[C:6](=[O:10])[O:7][CH2:8][CH2:9]2)[cH:11][c:12]([C:15]([F:16])([F:17])[F:18])[cH:13][cH:14]1.[C:41](=[O:42])([O-:43])[O-:44].[CH3:19][O:20][C:21]([CH2:22][c:23]1[c:24]([O:38][CH3:39])[cH:25][cH:26][c:27]([B:29]2[O:30][C:31]([CH3:32])([CH3:33])[C:34]([CH3:35])([CH3:36])[O:37]2)[cH:28]1)=[O:40].[CH3:47][O:48][CH2:49][CH2:50][O:51][CH3:52].[K+:45].[K+:46].[OH2:53].[cH:54]1[cH:55][cH:56][c:57]([P:58]([Pd:59]([P:60]([c:61]2[cH:62][cH:63][cH:64][cH:65][cH:66]2)([c:67]2[cH:68][cH:69][cH:70][cH:71][cH:72]2)[c:73]2[cH:74][cH:75][cH:76][cH:77][cH:78]2)([P:79]([c:80]2[cH:81][cH:82][cH:83][cH:84][cH:85]2)([c:86]2[cH:87][cH:88][cH:89][cH:90][cH:91]2)[c:92]2[cH:93][cH:94][cH:95][cH:96][cH:97]2)[P:98]([c:99]2[cH:100][cH:101][cH:102][cH:103][cH:104]2)([c:105]2[cH:106][cH:107][cH:108][cH:109][cH:110]2)[c:111]2[cH:112][cH:113][cH:114][cH:115][cH:116]2)([c:117]2[cH:118][cH:119][cH:120][cH:121][cH:122]2)[c:123]2[cH:124][cH:125][cH:126][cH:127][cH:128]2)[cH:129][cH:130]1>>[c:2]1(-[c:27]2[cH:26][cH:25][c:24]([O:38][CH3:39])[c:23]([CH2:22][C:21]([O:20][CH3:19])=[O:40])[cH:28]2)[c:3]([CH2:4][N:5]2[C:6](=[O:10])[O:7][CH2:8][CH2:9]2)[cH:11][c:12]([C:15]([F:16])([F:17])[F:18])[cH:13][cH:14]1. Starting materials: N[C@H](C(C)(C)S)C(=O)O (D-penicillamine), [OH-].[K+] (potassium hydroxide), CC1=NC=C(C(=C1O)C=O)CO.Cl (pyridoxal hydrochloride). Run in O (water). Conditions: time 16 hour. The product is CC1([C@@H](NC(S1)C1=C(C(=NC=C1CO)C)O)C(=O)O)C (5,5-Dimethyl-2-(3-hydroxy-5-hydroxymethyl-2-methyl-4-pyridyl)-thiazolidine-4(S)-carboxylic acid). RXN SMILES: [CH3:1][C:2]1[C:7]([OH:8])=[C:6]([CH:9]=O)[C:5]([CH2:11][OH:12])=[CH:4][N:3]=1.Cl.[NH2:14][C@@H:15]([C:20]([OH:22])=[O:21])[C:16]([SH:19])([CH3:18])[CH3:17].[OH-].[K+]>O>[CH3:17][C:16]1([CH3:18])[S:19][CH:9]([C:6]2[C:5]([CH2:11][OH:12])=[CH:4][N:3]=[C:2]([CH3:1])[C:7]=2[OH:8])[NH:14][C@H:15]1[C:20]([OH:22])=[O:21] |f:0.1,3.4|. Reported procedure: 2.03 g (10 mmoles) of pyridoxal hydrochloride are added to a solution containing 1.50 g (10 mmoles) of D-penicillamine and 0.56 g of potassium hydroxide in 10 ml of water. After stirring for 16 hours, the precipitate is filtered out to give the title acid in a yield of 2.26 g (75.7%) which can be purified by boiling with ethanol, m.p.: 201°-202° C., [α]D25 =+68.1°.